This data is from the Open Reaction Database (ORD), a public repository of structured organic reaction records. The task is: describe an organic reaction: reactants, conditions, products, and yield Starting materials: CCCCOc1ccc2c(c1)C(N(C)S(C)(=O)=O)C(OC(C)=O)C(C)(C)O2, C1CCC2=NCCCN2CC1, Cc1ccccc1. The product is CCCCOc1ccc2c(c1)C(N(C)S(C)(=O)=O)=CC(C)(C)O2. As a reaction SMILES: [CH2:1]([CH2:2][CH2:3][CH3:4])[O:5][c:6]1[cH:7][c:8]2[c:13]([cH:14][cH:15]1)[O:12][C:11]([CH3:16])([CH3:17])[CH:10]([O:18][C:19](=[O:20])[CH3:21])[CH:9]2[N:22]([S:23](=[O:24])(=[O:25])[CH3:26])[CH3:27].[CH2:28]1[CH2:29][CH2:30][C:31]2=[N:36][CH2:35][CH2:34][CH2:33][N:32]2[CH2:37][CH2:38]1.[CH3:39][c:40]1[cH:41][cH:42][cH:43][cH:44][cH:45]1>>[CH2:1]([CH2:2][CH2:3][CH3:4])[O:5][c:6]1[cH:7][c:8]2[c:13]([cH:14][cH:15]1)[O:12][C:11]([CH3:16])([CH3:17])[CH:10]=[C:9]2[N:22]([S:23](=[O:24])(=[O:25])[CH3:26])[CH3:27]. As a reaction SMILES: [H-].[Na+].[C:3]([N:6]1[CH2:11][CH2:10][C:9]([OH:18])([C:12]2[CH:17]=[CH:16][CH:15]=[CH:14][CH:13]=2)[CH2:8][CH2:7]1)(=[O:5])[CH3:4].F[C:20]1[CH:25]=[CH:24][C:23]([N+:26]([O-:28])=[O:27])=[CH:22][CH:21]=1>CN(C)C=O>[C:3]([N:6]1[CH2:11][CH2:10][C:9]([O:18][C:20]2[CH:25]=[CH:24][C:23]([N+:26]([O-:28])=[O:27])=[CH:22][CH:21]=2)([C:12]2[CH:17]=[CH:16][CH:15]=[CH:14][CH:13]=2)[CH2:8][CH2:7]1)(=[O:5])[CH3:4] |f:0.1|. Procedure: A stirred suspension of sodium hydride (60% in oil, 1.00 g) in 50 ml of dimethylformamide was treated with a solution of 4.0 g of 1-acetyl-4-hydroxy-4-phenylpiperidine in 100 ml of dimethylformamide. The mixture was heated at 70° C. until evolution of gas had ceased. After cooled to ice bath temperature, a solution of 2.96 g of 1-fluoro-4-nitrobenzene in 40 ml of dimethylformamide was added, dropwise, and the reaction allowed to proceed for 20 hours. The reaction mixture was then poured into ice... Product: C(C)(=O)N1CCC(CC1)(C1=CC=CC=C1)OC1=CC=C(C=C1)[N+](=O)[O-] (1-acetyl-4-(4-nitrophenoxy)-4-phenylpiperidine). Starting materials: C(C)(=O)N1CCC(CC1)(C1=CC=CC=C1)O (1-acetyl-4-hydroxy-4-phenylpiperidine), FC1=CC=C(C=C1)[N+](=O)[O-] (1-fluoro-4-nitrobenzene), ice water, [H-].[Na+] (sodium hydride). Solvent: CN(C=O)C (dimethylformamide), CN(C=O)C (dimethylformamide), CN(C=O)C (dimethylformamide). Yield: 76.2%. Reaction conditions: temperature 70 celsius, time 20 hour.